describe an organic reaction: reactants, conditions, products, and yield From a dataset of the Open Reaction Database (ORD), a public repository of structured organic reaction records. Reactants: ClCOCCOC (1-chloromethoxy-2-methoxy-ethane), ClC1=C(C(=CC=2NC=NC21)Cl)Cl (4,5,6-trichloro-1H-benzoimidazole), C1CCOC1 (THF), CCN(C(C)C)C(C)C (DIPEA). The solvent is CCOC(=O)C (EtOAc). Conditions: time 18 hour. The product is ClC1=C(C(=CC=2N(C=NC21)COCCOC)Cl)Cl (4,5,6-Trichloro-1-(2-methoxy-ethoxymethyl)-1H-benzoimidazole). RXN SMILES: [Cl:1][C:2]1[C:10]2[N:9]=[CH:8][NH:7][C:6]=2[CH:5]=[C:4]([Cl:11])[C:3]=1[Cl:12].C1COCC1.CCN(C(C)C)C(C)C.Cl[CH2:28][O:29][CH2:30][CH2:31][O:32][CH3:33]>CCOC(C)=O>[Cl:1][C:2]1[C:10]2[N:9]=[CH:8][N:7]([CH2:28][O:29][CH2:30][CH2:31][O:32][CH3:33])[C:6]=2[CH:5]=[C:4]([Cl:11])[C:3]=1[Cl:12]. Reported procedure: To a mixture of 4,5,6-trichloro-1H-benzoimidazole (0.098 g, 0.446 mmol) and THF (2.5 mL) was added DIPEA (0.155 mL, 0.892 mmol), followed by 1-chloromethoxy-2-methoxy-ethane (0.057 ml, 0.49 mmol) at 23° C. After stirring for 18 h, EtOAc was added. The organic layer was washed with saturated aqueous NaHCO3. The aqueous layer was further extracted with EtOAc. The organic layer was dried over MgSO4, filtered, and concentrated under reduced pressure. The residue was purified (FCC) to yield the title...